This data is from the Open Reaction Database (ORD), a public repository of structured organic reaction records. The task is: describe an organic reaction: reactants, conditions, products, and yield The reactants are BrC1=CC(=CC=2C(=COC21)C2=CC=CC=C2)C2=CC=CC=C2 (7-bromo-3,5-diphenylbenzofuran), N1=CC=CC=C1 (pyridine), cuprous cyanide, Cl (hydrochloric acid). Product: C(#N)C1=CC(=CC=2C(=COC21)C2=CC=CC=C2)C2=CC=CC=C2 (7-cyano-3,5-diphenylbenzofuran). Reaction SMILES: Br[C:2]1[C:10]2[O:9][CH:8]=[C:7]([C:11]3[CH:16]=[CH:15][CH:14]=[CH:13][CH:12]=3)[C:6]=2[CH:5]=[C:4]([C:17]2[CH:22]=[CH:21][CH:20]=[CH:19][CH:18]=2)[CH:3]=1.Cl.[N:24]1C=CC=C[CH:25]=1>>[C:25]([C:2]1[C:10]2[O:9][CH:8]=[C:7]([C:11]3[CH:16]=[CH:15][CH:14]=[CH:13][CH:12]=3)[C:6]=2[CH:5]=[C:4]([C:17]2[CH:22]=[CH:21][CH:20]=[CH:19][CH:18]=2)[CH:3]=1)#[N:24]. Reported procedure: A mixture of 64 g. (0.18 mole) of the product of step B, 17.8 g. (0.2 mole) of cuprous cyanide and 35 ml. of pyridine is heated under a nitrogen atmosphere at 150° to 160° C. for one day. The mixture is poured into 1 liter of 3 N hydrochloric acid, extracted with 1 liter of dichloromethane, and the extracts are dried. Evaporation provides a residue which is chromatographed on silica gel, eluting with dichloromethane, to provide 7-cyano-3,5-diphenylbenzofuran as a pale yellow solid. The structura... Reaction SMILES: [Na].[CH:2]1([N:7]2[C:11]([NH2:12])=[C:10]([C:13]([NH2:15])=[O:14])[C:9]([CH2:16][CH3:17])=[N:8]2)[CH2:6][CH2:5][CH2:4][CH2:3]1.[N:18]1[CH:23]=[CH:22][CH:21]=[CH:20][C:19]=1[CH2:24][C:25](OC)=O>C(O)C>[CH:2]1([N:7]2[C:11]3=[N:12][C:25]([CH2:24][C:19]4[CH:20]=[CH:21][CH:22]=[CH:23][N:18]=4)=[N:15][C:13](=[O:14])[C:10]3=[C:9]([CH2:16][CH3:17])[NH:8]2)[CH2:3][CH2:4][CH2:5][CH2:6]1 |^1:0|. Procedure details: Sodium metal (310 mg) was dissolved in ethanol (75 ml) and then 1-cyclopentyl-3-ethyl-5-amino-1H-pyrazole-4-carboxamide (1.1 g, 5 mmol) and methyl 2-pyridinylacetate (1.52 g, 10 mmol) were added. The reaction mixture was heated at reflux for 28 hours, the solvent was removed in vacuo and the residue was dissolved in water (50 ml) and acidified with acetic acid. The mixture was extracted with CHCl3 (100 ml), the solvent was removed and the oily residue was crystallized from cyclohexane to afford ... The solvent is C(C)O (ethanol). Yields the product C1(CCCC1)N1NC(=C2C1=NC(=NC2=O)CC2=NC=CC=C2)CC (1-cyclopentyl-3-ethyl-6-(2-pyridinylmethyl) pyrazolo[3,4-d]pyrimidin-4-one). Starting materials: C1(CCCC1)N1N=C(C(=C1N)C(=O)N)CC (1-cyclopentyl-3-ethyl-5-amino-1H-pyrazole-4-carboxamide), N1=C(C=CC=C1)CC(=O)OC (methyl 2-pyridinylacetate), [Na] (Sodium). The reactants are CCOC(=O)c1nc2cc(NC(=O)OC(C)(C)C)ccn2n1, ClCCl, [Na+], [Na+], O=C([O-])[O-], O=C(O)C(F)(F)F. The product is CCOC(=O)c1nc2cc(N)ccn2n1. Reaction SMILES: [C:1]([O:2][C:3](=[O:4])[NH:8][c:9]1[cH:10][c:11]2[n:12]([cH:13][cH:14]1)[n:15][c:16]([C:18](=[O:19])[O:20][CH2:21][CH3:22])[n:17]2)([CH3:5])([CH3:6])[CH3:7].[Cl:36][CH2:37][Cl:38].[Na+:30].[Na+:31].[O-:32][C:33](=[O:34])[O-:35].[OH:23][C:24]([C:25]([F:26])([F:27])[F:28])=[O:29]>>[NH2:8][c:9]1[cH:10][c:11]2[n:12]([cH:13][cH:14]1)[n:15][c:16]([C:18](=[O:19])[O:20][CH2:21][CH3:22])[n:17]2. Reactants: C(C)(C)(C)OC(=O)N1CCC(CC1)(N1N=NC2=CN=C3NC=CC3=C12)C (4-methyl-4-(6H-1,2,3,5,6-pentaaza-as-indacen-1-yl)-piperidine-1-carboxylic acid tert butyl ester). The solvent is C(Cl)Cl.C(=O)(C(F)(F)F)O (DCM TFA). Conditions: time 1.5 hour. Product: CC1(CCNCC1)N1N=NC2=CN=C3NC=CC3=C12 (1-(4-methyl-piperidin-4-yl)-1,6-dihydro-1,2,3,5,6-pentaaza-as-indacene). Isolated yield 101.0%. RXN SMILES: C(OC([N:8]1[CH2:13][CH2:12][C:11]([CH3:26])([N:14]2[C:25]3[C:17](=[CH:18][N:19]=[C:20]4[C:24]=3[CH:23]=[CH:22][NH:21]4)[N:16]=[N:15]2)[CH2:10][CH2:9]1)=O)(C)(C)C>C(Cl)Cl.C(O)(C(F)(F)F)=O>[CH3:26][C:11]1([N:14]2[C:25]3[C:17](=[CH:18][N:19]=[C:20]4[C:24]=3[CH:23]=[CH:22][NH:21]4)[N:16]=[N:15]2)[CH2:12][CH2:13][NH:8][CH2:9][CH2:10]1 |f:1.2|. Procedure details: A mixture of 4-methyl-4-(6H-1,2,3,5,6-pentaaza-as-indacen-1-yl)-piperidine-1-carboxylic acid tert butyl ester (200 mg, 0.56 mmol) in DCM/TFA was stirred for 1.5 hours. The solvent was evaporated under vacuum and the resulting residue purified by column chromatography using an Isolute® SCX-2 column (gradient: 0 to 50% [2M NH3 in methanol] in DCM) to afford 145 mg (100%) of 1-(4-methyl-piperidin-4-yl)-1,6-dihydro-1,2,3,5,6-pentaaza-as-indacene. LCMS (Method I, ESI): RT=0.32 & 1.58 min, m+H=257.3; ... The reactants are [Al+3].[Cl-].[Cl-].[Cl-] (AlCl3), C1(=CC(=CC=C1)C)C (m-xylene), BrC(C(=O)Br)(C)C (2-bromoisobutyryl bromide). Solvent: C(Cl)Cl (methylene chloride). The product is CC1C(C2=C(C=C(C=C2C1)C)C)=O (2,5,7-Trimethyl-l-indanone). Yield: 93.0%. Reaction SMILES: [Al+3].[Cl-].[Cl-].[Cl-].[C:5]1([CH3:12])[CH:10]=[CH:9][CH:8]=[C:7]([CH3:11])[CH:6]=1.Br[C:14]([CH3:19])([CH3:18])[C:15](Br)=[O:16]>C(Cl)Cl>[CH3:18][CH:14]1[CH2:19][C:9]2[C:10](=[C:5]([CH3:12])[CH:6]=[C:7]([CH3:11])[CH:8]=2)[C:15]1=[O:16] |f:0.1.2.3|. Procedure details: 107 g (810 mmol) of AlCl3 were slowly added to a solution of 34.4 g (324 mmol) of m-xylene (99% pure) and 74 g (324 mmol) of 2-bromoisobutyryl bromide (98% pure) in 600 ml of analytical grade methylene chloride via a solids metering funnel at room temperature, while stirring vigorously, whereupon vigorous evolution of gases started. The mixture was stirred at room temperature 15 hours, poured onto ice-water, which was acidified with 25 ml of concentrated HC1, and extracted several times with eth... Starting materials: C=1(C(=CC=CC1)S(=O)(=O)O)C (toluene sulfonic acid), OC(CCCCCCCBr)(C1=CC=C(C=C1)F)C1=CC=C(C=C1)F (8-hydroxy-8,8-bis-(4-fluorophenyl)-octyl bromide), O (water). Run in C1(=CC=CC=C1)C (toluene). The product is FC1=CC=C(C=C1)C(=CCCCCCCBr)C1=CC=C(C=C1)F (8,8-bis-(4-fluorophenyl)-oct-7-enyl bromide). RXN SMILES: O[C:2]([C:18]1[CH:23]=[CH:22][C:21]([F:24])=[CH:20][CH:19]=1)([C:11]1[CH:16]=[CH:15][C:14]([F:17])=[CH:13][CH:12]=1)[CH2:3][CH2:4][CH2:5][CH2:6][CH2:7][CH2:8][CH2:9][Br:10].C1(C)C(S(O)(=O)=O)=CC=CC=1.O>C1(C)C=CC=CC=1>[F:17][C:14]1[CH:13]=[CH:12][C:11]([C:2]([C:18]2[CH:19]=[CH:20][C:21]([F:24])=[CH:22][CH:23]=2)=[CH:3][CH2:4][CH2:5][CH2:6][CH2:7][CH2:8][CH2:9][Br:10])=[CH:16][CH:15]=1. Procedure details: 31.9 g (80 mmol) 8-hydroxy-8,8-bis-(4-fluorophenyl)-octyl bromide dissolved in toluene are added to 0.3 g toluene sulfonic acid and the mixture is subsequently heated for an hour with water separator under reflux. After withdraw of the solvent, the residue is chromatographically purified over silica gel with petroleum ether/acetic acid ethyl ester (90/1): Yield 28.6 g (94%).